Dataset: the Open Reaction Database (ORD), a public repository of structured organic reaction records. Task: describe an organic reaction: reactants, conditions, products, and yield The reactants are CCN(CC)P(OC(C)(C)C)OC(C)(C)C, CC(C)(C)OC(=O)NC(C)(CO)c1ccc2c(C(F)(F)F)c(OC3CCC(C4CCCCC4)CC3)ccc2c1, [Na+], [Na+], C1CCOC1, O, OO, O=S([O-])([O-])=S, c1nnn[nH]1. Product: CC(C)(C)OC(=O)NC(C)(COP(=O)(OC(C)(C)C)OC(C)(C)C)c1ccc2c(C(F)(F)F)c(OC3CCC(C4CCCCC4)CC3)ccc2c1. RXN SMILES: [CH2:40]([N:41]([CH2:42][CH3:54])[P:43]([O:44][C:45]([CH3:46])([CH3:47])[CH3:48])[O:49][C:50]([CH3:51])([CH3:52])[CH3:53])[CH3:55].[CH:1]1([CH:7]2[CH2:8][CH2:9][CH:10]([O:13][c:14]3[c:15]([C:36]([F:37])([F:38])[F:39])[c:16]4[cH:17][cH:18][c:19]([C:24]([CH2:25][OH:26])([CH3:27])[NH:28][C:29]([O:30][C:31]([CH3:32])([CH3:33])[CH3:34])=[O:35])[cH:20][c:21]4[cH:22][cH:23]3)[CH2:11][CH2:12]2)[CH2:2][CH2:3][CH2:4][CH2:5][CH2:6]1.[Na+:74].[Na+:75].[O:61]1[CH2:62][CH2:63][CH2:64][CH2:65]1.[OH2:68].[OH:66][OH:67].[S:69]([O-:70])([O-:71])(=[O:72])=[S:73].[nH:56]1[cH:57][n:58][n:59][n:60]1>>[CH:1]1([CH:7]2[CH2:8][CH2:9][CH:10]([O:13][c:14]3[c:15]([C:36]([F:37])([F:38])[F:39])[c:16]4[cH:17][cH:18][c:19]([C:24]([CH2:25][O:26][P:43]([O:44][C:45]([CH3:46])([CH3:47])[CH3:48])([O:49][C:50]([CH3:51])([CH3:52])[CH3:53])=[O:61])([CH3:27])[NH:28][C:29]([O:30][C:31]([CH3:32])([CH3:33])[CH3:34])=[O:35])[cH:20][c:21]4[cH:22][cH:23]3)[CH2:11][CH2:12]2)[CH2:2][CH2:3][CH2:4][CH2:5][CH2:6]1. Reactants: O=[N+]([O-])c1ccc(OC(F)C(F)(F)F)cc1, O=[N+]([O-])c1ccccc1OC(F)C(F)(F)F, O, O=[N+]([O-])O, O=S(=O)(O)O. Yields the product O=[N+]([O-])c1ccc(OC(F)C(F)(F)F)c([N+](=O)[O-])c1. RXN SMILES: [N+:17](=[O:18])([O-:19])[c:20]1[cH:21][cH:22][c:23]([O:24][CH:25]([F:26])[C:27]([F:28])([F:29])[F:30])[cH:31][cH:32]1.[N+:1](=[O:2])([O-:3])[c:4]1[c:5]([O:10][CH:11]([C:12]([F:13])([F:14])[F:15])[F:16])[cH:6][cH:7][cH:8][cH:9]1.[OH2:37].[OH:33][N+:34](=[O:35])[O-:36].[S:38](=[O:39])(=[O:40])([OH:41])[OH:42]>>[N+:1](=[O:2])([O-:3])[c:4]1[c:5]([O:10][CH:11]([C:12]([F:13])([F:14])[F:15])[F:16])[cH:6][cH:7][c:8]([N+:17](=[O:18])[O-:19])[cH:9]1. RXN SMILES: [NH2:1][C:2]1[CH:6]=[C:5]([C:7]([CH3:10])([CH3:9])[CH3:8])[O:4][N:3]=1.[C:11](Cl)(=[O:18])[C:12]1[CH:17]=[CH:16][CH:15]=[CH:14][CH:13]=1>C1C=CC=CC=1.N1C=CC=CC=1>[C:11]([NH:1][C:2]1[CH:6]=[C:5]([C:7]([CH3:10])([CH3:9])[CH3:8])[O:4][N:3]=1)(=[O:18])[C:12]1[CH:17]=[CH:16][CH:15]=[CH:14][CH:13]=1. Procedure details: To a solution of 3-amino-5-t-butylisoxazole in benzene, benzoyl chloride and pyridine are added, whereby the reaction is carried out. Thus 3-benzoylamino-5-t-butylisoxazole is obtained as crystals melting at 192° to 193° C. Reactants: NC1=NOC(=C1)C(C)(C)C (3-amino-5-t-butylisoxazole), C(C1=CC=CC=C1)(=O)Cl (benzoyl chloride). Product: C(C1=CC=CC=C1)(=O)NC1=NOC(=C1)C(C)(C)C (3-benzoylamino-5-t-butylisoxazole), crystals. Solvent: C1=CC=CC=C1 (benzene), N1=CC=CC=C1 (pyridine). Starting materials: C1=C(C=C(C=C1O)O)O (phloroglucine), C(CCCCCCCCC)O (1-decanol). Conditions: temperature 70 celsius. Yields the product C(CCCCCCCCC)OC=1C=C(C=C(C1)OCCCCCCCCCC)O (3,5-didecyloxyphenol). The yield is 37.0%. RXN SMILES: [CH:1]1[C:6]([OH:7])=[CH:5][C:4]([OH:8])=[CH:3][C:2]=1[OH:9].[CH2:10](O)[CH2:11][CH2:12][CH2:13][CH2:14][CH2:15][CH2:16][CH2:17][CH2:18][CH3:19]>>[CH2:10]([O:7][C:6]1[CH:5]=[C:4]([OH:8])[CH:3]=[C:2]([O:9][CH2:10][CH2:11][CH2:12][CH2:13][CH2:14][CH2:15][CH2:16][CH2:17][CH2:18][CH3:19])[CH:1]=1)[CH2:11][CH2:12][CH2:13][CH2:14][CH2:15][CH2:16][CH2:17][CH2:18][CH3:19]. Procedure: Into a suspension of phloroglucin 8 (5.00 g, 39.7 mmol) in 1-decanol (80 ml) dry gaseous HCl is introduced for 40 min, and the orange/red mixture is subsequently heated to 70° C. for an additional 3.5 h. After finalization of the reaction, the excess 1-decanol is distilled off in vacuo, and the residue of the reaction is purified by means of column chromatography (silica gel, CH2Cl2). 5.92 g (37%) of compound 9 are obtained as a colorless solid. Melting point: 48-50° C.; IR (KBr) 3340, 2880, 281... Starting materials: [OH-].[Na+] (NaOH), ClC1=C(C=O)C(=CC=C1)F (2-chloro-6-fluorobenzaldehyde), ice, C(C)O (ethanol), Cl.NO (hydroxylamine hydrochloride). Run in O (water), O (water). Conditions: temperature 27.5 celsius, time 1 hour. The product is ClC1=C(C=NO)C=C(C=C1)F (2-Chloro-5-fluorobenzaldehyde Oxime). Isolated yield 79.0%. As a reaction SMILES: Cl[C:2]1[CH:9]=C[CH:7]=[C:6]([F:10])[C:3]=1C=O.[ClH:11].[NH2:12][OH:13].[OH-].[Na+].[CH2:16](O)[CH3:17]>O>[Cl:11][C:17]1[CH:16]=[CH:7][C:6]([F:10])=[CH:3][C:2]=1[CH:9]=[N:12][OH:13] |f:1.2,3.4|. Procedure: To a mixture of 2-chloro-6-fluorobenzaldehyde (20 g, 0.126 mmoL) in water (30 mL), ethanol (35 mL) and ice (55 g) were added to hydroxylamine hydrochloride (9.64 g, 0.139 mmoL), then NaOH (12.6 g) in water (30 mL) was added with stirring. Enough ice was added to maintain temperature at 25-30° C. After 1 h, the mixture was washed with ether (150 mL) and acidified with concentrated HCl to a pH of 6 (ice was added to keep the temperature at 25-30° C.). The product was extracted with dichloromethane... The reactants are NC=1C=C(C#N)C=CC1NCCO (3-amino-4-(2-hydroxyethylamino)benzonitrile), C(C)(C)(C)OC(=O)N1CC(CC1)OC1=CC=C(OCC(=O)O)C=C1 (4-(1-tert-butoxycarbonylpyrrolidin-3-yloxy)phenoxyacetic acid), 1-ethoxycarbonyl-2-ethoxy-1,2-dihydroxyquinoline. Run in C(Cl)(Cl)Cl (chloroform). Conditions: time 15 hour. Yields the product C(C)(C)(C)OC(=O)N1CC(CC1)OC1=CC=C(C=C1)OCC(NC1=C(C=CC(=C1)C#N)NCCO)=O (3-[4-[5-Cyano-2-(2-hydroxyethylamino)phenylcarbamoylmethoxy]-phenoxy]pyrrolidine-1-carboxylic Acid tert-Butyl Ester). Yield: 75.6%. Reaction SMILES: [NH2:1][C:2]1[CH:3]=[C:4]([CH:7]=[CH:8][C:9]=1[NH:10][CH2:11][CH2:12][OH:13])[C:5]#[N:6].[C:14]([O:18][C:19]([N:21]1[CH2:25][CH2:24][CH:23]([O:26][C:27]2[CH:37]=[CH:36][C:30]([O:31][CH2:32][C:33](O)=[O:34])=[CH:29][CH:28]=2)[CH2:22]1)=[O:20])([CH3:17])([CH3:16])[CH3:15]>C(Cl)(Cl)Cl>[C:14]([O:18][C:19]([N:21]1[CH2:25][CH2:24][CH:23]([O:26][C:27]2[CH:28]=[CH:29][C:30]([O:31][CH2:32][C:33](=[O:34])[NH:1][C:2]3[CH:3]=[C:4]([C:5]#[N:6])[CH:7]=[CH:8][C:9]=3[NH:10][CH2:11][CH2:12][OH:13])=[CH:36][CH:37]=2)[CH2:22]1)=[O:20])([CH3:17])([CH3:16])[CH3:15]. Procedure details: To a solution of 3-amino-4-(2-hydroxyethylamino)benzonitrile (1.21 g) and 4-(1-tert-butoxycarbonylpyrrolidin-3-yloxy)phenoxyacetic acid (2.30 g) in chloroform (50 ml) was added 1-ethoxycarbonyl-2-ethoxy-1,2-dihydroxyquinoline (2.19 g), and the mixture was stirred at room temperature for 15 hours. After completion of the reaction, the solvent was evaporated and the obtained residue was purified by silica gel column chromatography (hexane:ethyl acetate=1:4) to give the title compound (2.56 g). The reactants are NC=1C(=C(C(=O)OC)C=CC1N)C (Methyl 3,4-diamino-2-methylbenzoate), C(=O)O (formic acid). Run at temperature 70 celsius. Yields the product CC1=C(C=CC2=C1NC=N2)C(=O)O (7-methyl-1H-benzimidazole-6-carboxylic acid). RXN SMILES: [NH2:1][C:2]1[C:3]([CH3:13])=[C:4]([CH:9]=[CH:10][C:11]=1[NH2:12])[C:5]([O:7]C)=[O:6].[CH:14](O)=O>>[CH3:13][C:3]1[C:2]2[NH:1][CH:14]=[N:12][C:11]=2[CH:10]=[CH:9][C:4]=1[C:5]([OH:7])=[O:6]. Procedure: Methyl 3,4-diamino-2-methylbenzoate (synthesized in reagent preparation 22) (0.18 g, 1.0 mmol) was taken up in formic acid (8.0 mL) and refluxed for 4 hours. The solution was then concentrated in vacuo. The material was taken up in methanol (2.5 mL) and tetrahydrofuran (5.0 mL) and treated with 2M aqueous lithium hydroxide (2.5 mL) and heated to 70° C. for 12 hours. This solution was made acidic using concentrated aqueous hydrochloric acid, then extracted with 10% methanol in ethyl acetate (2×50...